From a dataset of the Open Reaction Database (ORD), a public repository of structured organic reaction records. describe an organic reaction: reactants, conditions, products, and yield Starting materials: BrC1=CC=C(C=C1)N1C(C(CC1C1=CC(=CC=C1)OC(F)(F)F)=O)=O ((±)-1-(4-bromo-phenyl)-5-(3-trifluoromethoxy-phenyl)-pyrrolidine-2,3-dione), C[C@H](C1=CC=CC=C1)N ((R)-(+)-α-methylbenzylamine). Solvent: ClCCl (dichloromethane). The product is BrC1=CC=C(C=C1)N1C(C(=C[C@H]1C1=CC(=CC=C1)OC(F)(F)F)N[C@H](C)C1=CC=CC=C1)=O ((S)-1-(4-bromo-phenyl)-3-((R)-1-phenyl-ethylamino)-5-(3-trifluoromethoxy-phenyl)-1,5-dihydro-pyrrol-2-one). RXN SMILES: [Br:1][C:2]1[CH:7]=[CH:6][C:5]([N:8]2[CH:12]([C:13]3[CH:18]=[CH:17][CH:16]=[C:15]([O:19][C:20]([F:23])([F:22])[F:21])[CH:14]=3)[CH2:11][C:10](=O)[C:9]2=[O:25])=[CH:4][CH:3]=1.[CH3:26][C@@H:27]([NH2:34])[C:28]1[CH:33]=[CH:32][CH:31]=[CH:30][CH:29]=1>ClCCl>[Br:1][C:2]1[CH:7]=[CH:6][C:5]([N:8]2[C@H:12]([C:13]3[CH:18]=[CH:17][CH:16]=[C:15]([O:19][C:20]([F:23])([F:21])[F:22])[CH:14]=3)[CH:11]=[C:10]([NH:34][C@@H:27]([C:28]3[CH:33]=[CH:32][CH:31]=[CH:30][CH:29]=3)[CH3:26])[C:9]2=[O:25])=[CH:4][CH:3]=1. Procedure: Dissolve (±)-1-(4-bromo-phenyl)-5-(3-trifluoromethoxy-phenyl)-pyrrolidine-2,3-dione (14.6 g, 35.2 mmol) in dichloromethane (35 mL). Add (R)-(+)-α-methylbenzylamine (6.8 mL, 52.8 mmol) and stir overnight at ambient temperature. Concentrate the reaction mixture under reduced pressure and purify by silica gel chromatography (ethyl acetate-hexane) to yield (S)-1-(4-bromo-phenyl)-3-((R)-1-phenyl-ethylamino)-5-(3-trifluoromethoxy-phenyl)-1,5-dihydro-pyrrol-2-one-eluting first (6.6 g, 36%): MS (m/z): 5... Reactants: [BH4-], CO, [Cl-], COC(=O)c1cnc(C)c(Cl)c1OC, [NH4+], [Na+]. Product: COc1c(CO)cnc(C)c1Cl. As a reaction SMILES: [BH4-:15].[CH3:19][OH:20].[Cl-:17].[Cl:1][c:2]1[c:3]([CH3:14])[n:4][cH:5][c:6]([C:7](=[O:8])[O:9][CH3:10])[c:11]1[O:12][CH3:13].[NH4+:18].[Na+:16]>>[Cl:1][c:2]1[c:3]([CH3:14])[n:4][cH:5][c:6]([CH2:7][OH:8])[c:11]1[O:12][CH3:13]. Reactants: ClC1C2=C(C=CC3=C1C=CC=C3)C=CC=C2 (5-chloro-5H-dibenzo[a,d]cycloheptene), O1CCCC1 (tetrahydrofuran), O1CCCC1 (tetrahydrofuran), 3-(2-tetrahydropyranyloxy)-prop-1-ynyl-1-magnesium chloride, [Cl-].[NH4+] (ammonium chloride). Reaction conditions: time 16 hour. Yields the product O1C(CCCC1)OCC#CC1C2=C(C=CC3=C1C=CC=C3)C=CC=C2 (5-[3-(2-tetrahydropyranyloxy)-prop-1-ynyl]-5H-dibenzo[a,d] cycloheptene). RXN SMILES: Cl[CH:2]1[C:8]2[CH:9]=[CH:10][CH:11]=[CH:12][C:7]=2[CH:6]=[CH:5][C:4]2[CH:13]=[CH:14][CH:15]=[CH:16][C:3]1=2.[Cl-].[NH4+].[O:19]1[CH2:23][CH2:22][CH2:21][CH2:20]1>>[O:19]1[CH2:23][CH2:22][CH2:21][CH2:20][CH:23]1[O:19][CH2:20][C:21]#[C:22][CH:2]1[C:8]2[CH:9]=[CH:10][CH:11]=[CH:12][C:7]=2[CH:6]=[CH:5][C:4]2[CH:13]=[CH:14][CH:15]=[CH:16][C:3]1=2 |f:1.2|. Procedure: This preparation illustrates methods according to step 1 of the process for preparing the compounds of formula A. In this preparation a solution containing 8 g. of 5-chloro-5H-dibenzo[a,d]cycloheptene in 200 ml. of anhydrous tetrahydrofuran is added dropwise, under nitrogen, to a stirred solution containing 0.042 moles of 3-(2-tetrahydropyranyloxy)-prop-1-ynyl-1-magnesium chloride in 210 ml. of anhydrous tetrahydrofuran, at room temperature. The resulting mixture is heated for 2 hours at reflux ...